Task: describe an organic reaction: reactants, conditions, products, and yield. Dataset: the Open Reaction Database (ORD), a public repository of structured organic reaction records Reactants: c1ccc(CN2CCN(c3cccc4[nH]ncc34)CC2)cc1, [H-], [Na+], [Na+], O=C([O-])O, CN(C)C=O, O, O=S(=O)(Cl)c1ccccc1. Yields the product O=S(=O)(c1ccccc1)n1ncc2c(N3CCN(Cc4ccccc4)CC3)cccc21, Cl. As a reaction SMILES: [CH2:1]([c:2]1[cH:3][cH:4][cH:5][cH:6][cH:7]1)[N:8]1[CH2:9][CH2:10][N:11]([c:14]2[c:15]3[cH:16][n:17][nH:18][c:19]3[cH:20][cH:21][cH:22]2)[CH2:12][CH2:13]1.[H-:24].[Na+:23].[Na+:39].[O-:35][C:36]([OH:37])=[O:38].[O:40]=[CH:41][N:42]([CH3:43])[CH3:44].[OH2:45].[c:25]1([S:31](=[O:32])(=[O:33])[Cl:34])[cH:26][cH:27][cH:28][cH:29][cH:30]1>>[CH2:1]([c:2]1[cH:3][cH:4][cH:5][cH:6][cH:7]1)[N:8]1[CH2:9][CH2:10][N:11]([c:14]2[c:15]3[cH:16][n:17][n:18]([S:31]([c:25]4[cH:26][cH:27][cH:28][cH:29][cH:30]4)(=[O:32])=[O:33])[c:19]3[cH:20][cH:21][cH:22]2)[CH2:12][CH2:13]1.[ClH:34]. Starting materials: O=C(NC(Cc1c[nH]cn1)C(=O)O)OCc1ccccc1, CN(C)C=O, ClCCl, NC(CC1CCCCC1)C(O)c1ccco1, O=P(Cl)(Cl)Oc1ccccc1, c1c[nH]cn1. Yields the product O=C(NC(Cc1c[nH]cn1)C(=O)NC(CC1CCCCC1)C(O)c1ccco1)OCc1ccccc1. As a reaction SMILES: [CH2:17]([c:18]1[cH:19][cH:20][cH:21][cH:22][cH:23]1)[O:24][C:25](=[O:26])[NH:27][CH:28]([CH2:29][c:30]1[cH:31][nH:32][cH:33][n:34]1)[C:35](=[O:36])[OH:37].[CH3:57][N:58]([CH3:59])[CH:60]=[O:61].[Cl:54][CH2:55][Cl:56].[NH2:38][CH:39]([CH:40]([OH:41])[c:42]1[o:43][cH:44][cH:45][cH:46]1)[CH2:47][CH:48]1[CH2:49][CH2:50][CH2:51][CH2:52][CH2:53]1.[P:6]([Cl:7])([Cl:8])([O:9][c:10]1[cH:11][cH:12][cH:13][cH:14][cH:15]1)=[O:16].[nH:1]1[cH:2][cH:3][n:4][cH:5]1>>[CH2:17]([c:18]1[cH:19][cH:20][cH:21][cH:22][cH:23]1)[O:24][C:25](=[O:26])[NH:27][CH:28]([CH2:29][c:30]1[cH:31][nH:32][cH:33][n:34]1)[C:35](=[O:37])[NH:38][CH:39]([CH:40]([OH:41])[c:42]1[o:43][cH:44][cH:45][cH:46]1)[CH2:47][CH:48]1[CH2:49][CH2:50][CH2:51][CH2:52][CH2:53]1. Starting materials: NC1=C(C=CC=2C(C3=CC=CC=C3C(C12)=O)=O)Br (1-amino-2-bromoanthraquinone), NC1=CC=C(C=2C(C3=CC=CC=C3C(C12)=O)=O)O (1-amino-4-hydroxyanthraquinone), NC1=CC=C(C=2C(C3=CC=CC=C3C(C12)=O)=O)Br (1-amino-4-bromoanthraquinone), product. Solvent: NC1=C(C=CC=2C(C3=CC=CC=C3C(C12)=O)=O)O (1-amino-2-hydroxyanthraquinone). The product is NC1=C(C=C(C=2C(C3=CC=CC=C3C(C12)=O)=O)O)Br (1-amino-2-bromo-4-hydroxyanthraquinone). Reaction SMILES: [NH2:1][C:2]1[C:15]2[C:14](=[O:16])[C:13]3[C:8](=[CH:9][CH:10]=[CH:11][CH:12]=3)[C:7](=[O:17])[C:6]=2[CH:5]=[CH:4][C:3]=1[Br:18].NC1C2C(=[O:34])C3C(=CC=CC=3)C(=O)C=2C(Br)=CC=1.NC1C2C(=O)C3C(=CC=CC=3)C(=O)C=2C(O)=CC=1>NC1C2C(=O)C3C(=CC=CC=3)C(=O)C=2C=CC=1O>[NH2:1][C:2]1[C:15]2[C:14](=[O:16])[C:13]3[C:8](=[CH:9][CH:10]=[CH:11][CH:12]=3)[C:7](=[O:17])[C:6]=2[C:5]([OH:34])=[CH:4][C:3]=1[Br:18]. Reported procedure: The progress of the bromination may be followed by thin layer chromatography or high pressure liquid chromatography so as to insure that the byproducts, 1-amino-2-bromoanthraquinone and 1-amino-4-bromoanthraquinone, represent less than 1% of the product mixture. This is essential, since hydroxylation of these two products results in 1-amino-2-hydroxyanthraquinone and 1-amino-4-hydroxyanthraquinone respectively. Both products are isolated along with the desired 1-amino-2-bromo-4-hydroxyanthraquin... The reactants are BrC=1C=CC(=C(C=O)C1)F (5-bromo-2-fluoro-benzaldehyde), C(=O)([O-])[O-].[K+].[K+] (K2CO3), ClC=1C=C(C=CC1Cl)O (3,4-dichloro-phenol), O (Water). The solvent is CN(C)C=O (DMF). Conditions: temperature 90 celsius. Product: BrC=1C=CC(=C(C=O)C1)OC1=CC(=C(C=C1)Cl)Cl (5-Bromo-2-(3,4-dichloro-phenoxy)-benzaldehyde). Isolated yield 53.9%. As a reaction SMILES: [Br:1][C:2]1[CH:3]=[CH:4][C:5](F)=[C:6]([CH:9]=1)[CH:7]=[O:8].C([O-])([O-])=O.[K+].[K+].[Cl:17][C:18]1[CH:19]=[C:20]([OH:25])[CH:21]=[CH:22][C:23]=1[Cl:24].O>CN(C=O)C>[Br:1][C:2]1[CH:3]=[CH:4][C:5]([O:25][C:20]2[CH:21]=[CH:22][C:23]([Cl:24])=[C:18]([Cl:17])[CH:19]=2)=[C:6]([CH:9]=1)[CH:7]=[O:8] |f:1.2.3|. Procedure details: To a solution of 5-bromo-2-fluoro-benzaldehyde (5.13 g, 25.4 mmol) in DMF (25 mL) were added K2CO3 (7.15 g, 51.8 mmol) and 3,4-dichloro-phenol (4.67 g, 28.8 mmol). The mixture was heated at 90° C. for 24 h and then was allowed to cool to room temperature (rt). Water was added and the mixture was extracted with Et2O. The combined organic layers were dried (MgSO4) and concentrated. The residue was diluted with DCM and hexanes and the resulting solid was collected by vacuum filtration to provide th... Reactants: [BH4-], C[O-], CO, N#CC1(c2ccc(F)cc2)CC=C(N2CCN(c3cccnn3)CC2)CC1, [Na+], [Na+], O. The product is N#CC1(c2ccc(F)cc2)CCC(N2CCN(c3cccnn3)CC2)CC1. RXN SMILES: [BH4-:33].[CH3:28][O-:29].[CH3:31][OH:32].[F:1][c:2]1[cH:3][cH:4][c:5]([C:8]2([C:26]#[N:27])[CH2:9][CH:10]=[C:11]([N:14]3[CH2:15][CH2:16][N:17]([c:20]4[n:21][n:22][cH:23][cH:24][cH:25]4)[CH2:18][CH2:19]3)[CH2:12][CH2:13]2)[cH:6][cH:7]1.[Na+:30].[Na+:34].[OH2:35]>>[F:1][c:2]1[cH:3][cH:4][c:5]([C:8]2([C:26]#[N:27])[CH2:9][CH2:10][CH:11]([N:14]3[CH2:15][CH2:16][N:17]([c:20]4[n:21][n:22][cH:23][cH:24][cH:25]4)[CH2:18][CH2:19]3)[CH2:12][CH2:13]2)[cH:6][cH:7]1. Reactants: O=C([O-])O, CO, ClC(Cl)Cl, S=C(Cl)Cl, CCOC(=O)N1CCN(c2cc3nc(C(C)(C)C)sc3cc2N)CC1, [Na+]. Product: CCOC(=O)N1CCN(c2cc3nc(C(C)(C)C)sc3cc2N=C=S)CC1. As a reaction SMILES: [C:26](=[O:27])([OH:28])[O-:29].[CH3:35][OH:36].[CH:37]([Cl:38])([Cl:39])[Cl:40].[Cl:31][C:32]([Cl:33])=[S:34].[NH2:1][c:2]1[cH:3][c:4]2[c:5]([n:6][c:7]([C:9]([CH3:10])([CH3:11])[CH3:12])[s:8]2)[cH:13][c:14]1[N:15]1[CH2:16][CH2:17][N:18]([C:21](=[O:22])[O:23][CH2:24][CH3:25])[CH2:19][CH2:20]1.[Na+:30]>>[N:1]([c:2]1[cH:3][c:4]2[c:5]([n:6][c:7]([C:9]([CH3:10])([CH3:11])[CH3:12])[s:8]2)[cH:13][c:14]1[N:15]1[CH2:16][CH2:17][N:18]([C:21](=[O:22])[O:23][CH2:24][CH3:25])[CH2:19][CH2:20]1)=[C:32]=[S:34]. The reactants are COC=CC(=C)O[Si](C)(C)C (1-methoxy-3-trimethylsilyloxy butadiene), O=C1C=CC(C=2COC(CC21)C(=O)C)=O (methyl (5,8-dioxo-3,4,5,8-tetrahydrobenzo [2,3-C] pyran-3-yl) ketone), C(C)(=O)OCC (ethyl acetate). Run in C1(=CC=CC=C1)C (toluene), C1(=CC=CC=C1)C (toluene). Run at time 90 minute. Product: OC=1C=C2C(C3=C(COC(C3)C(=O)C)C(C2=CC1)=O)=O (Methyl (7-hydroxy-5,10-dioxo-3,4,5,10-tetrahydronaphtho [2,3-C] pyran-3-yl) ketone). Isolated yield 44.1%. RXN SMILES: CO[CH:3]=[CH:4][C:5]([O:7][Si](C)(C)C)=[CH2:6].[O:12]=[C:13]1[C:22]2[CH2:21][CH:20]([C:23]([CH3:25])=[O:24])[O:19][CH2:18][C:17]=2[C:16](=[O:26])[CH:15]=[CH:14]1.C(OCC)(=O)C>C1(C)C=CC=CC=1>[OH:7][C:5]1[CH:6]=[C:14]2[C:15](=[CH:3][CH:4]=1)[C:16](=[O:26])[C:17]1[CH2:18][O:19][CH:20]([C:23]([CH3:25])=[O:24])[CH2:21][C:22]=1[C:13]2=[O:12]. Reported procedure: A mixture of 1-methoxy-3-trimethylsilyloxy butadiene (776 mg, 4.51 mmol) and methyl (5,8-dioxo-3,4,5,8-tetrahydrobenzo [2,3-C] pyran-3-yl) ketone (309 mg, 1.50 mmol) in 6 mL of dry toluene was stirred for 90 minutes at room temperature under argon atmosphere. The solvent was then removed in vacuo and the dried residue was dissolved in 10 mL of THF. To this solution was added 2 mL of a 4% aq. HCl solution. The combined organic layers were then washed with water and dried over MgSO4. Flash chromat... The reactants are CC1(C)OB(c2ccc(OCCOS(C)(=O)=O)cc2)OC1(C)C, CCOC(C)=O, CN(C)C=O, CC(N)C(O)c1ccc(O)cc1. Product: CC(NCCOc1ccc(B2OC(C)(C)C(C)(C)O2)cc1)C(O)c1ccc(O)cc1. RXN SMILES: [CH3:1][S:2]([O:3][CH2:6][CH2:7][O:8][c:9]1[cH:10][cH:11][c:12]([B:15]2[O:16][C:17]([CH3:22])([CH3:23])[C:18]([CH3:20])([CH3:21])[O:19]2)[cH:13][cH:14]1)(=[O:4])=[O:5].[CH3:36][CH2:37][O:38][C:39](=[O:40])[CH3:41].[CH3:42][N:43]([CH3:44])[CH:45]=[O:46].[NH2:24][CH:25]([CH:26]([OH:27])[c:28]1[cH:29][cH:30][c:31]([OH:34])[cH:32][cH:33]1)[CH3:35]>>[CH2:6]([CH2:7][O:8][c:9]1[cH:10][cH:11][c:12]([B:15]2[O:16][C:17]([CH3:22])([CH3:23])[C:18]([CH3:20])([CH3:21])[O:19]2)[cH:13][cH:14]1)[NH:24][CH:25]([CH:26]([OH:27])[c:28]1[cH:29][cH:30][c:31]([OH:34])[cH:32][cH:33]1)[CH3:35]. Reactants: [Ag+], O=CCCc1ccc(Cl)s1, O=[N+]([O-])[O-], [Na+], [OH-], O. Yields the product O=C(O)CCc1ccc(Cl)s1. Reaction SMILES: [Ag+:18].[Cl:3][c:4]1[cH:5][cH:6][c:7]([CH2:9][CH2:10][CH:11]=[O:12])[s:8]1.[N+:14]([O-:15])([O-:16])=[O:17].[Na+:2].[OH-:1].[OH2:13]>>[OH:1][C:11]([CH2:10][CH2:9][c:7]1[cH:6][cH:5][c:4]([Cl:3])[s:8]1)=[O:12]. The reactants are CI (methyl iodide), N[C@H]1[C@@H](CCCC1)NC(=S)NC1=C(C=CC=C1)OC1=CC=CC=C1 (N-(trans-2-aminocyclohexyl)-N′-(2-phenoxyphenyl)thiourea), Cl (HCl). The solvent is C(C)(=O)OCC (ethyl acetate), C(C)O (ethanol), C(C)OCC (diethyl ether). Conditions: time 8 hour. Product: Cl.N1C(N[C@H]2[C@H]1CCCC2)=NC2=C(C=CC=C2)OC2=CC=CC=C2 (trans-(Octahydrobenzimidazol-2-ylidene)-(2-phenoxyphenyl)amine hydrochloride). As a reaction SMILES: CI.[NH2:3][C@@H:4]1[CH2:9][CH2:8][CH2:7][CH2:6][C@H:5]1[NH:10][C:11]([NH:13][C:14]1[CH:19]=[CH:18][CH:17]=[CH:16][C:15]=1[O:20][C:21]1[CH:26]=[CH:25][CH:24]=[CH:23][CH:22]=1)=S.[ClH:27]>C(O)C.C(OCC)(=O)C.C(OCC)C>[ClH:27].[NH:10]1[C@@H:5]2[CH2:6][CH2:7][CH2:8][CH2:9][C@H:4]2[NH:3][C:11]1=[N:13][C:14]1[CH:19]=[CH:18][CH:17]=[CH:16][C:15]=1[O:20][C:21]1[CH:26]=[CH:25][CH:24]=[CH:23][CH:22]=1 |f:6.7|. Reported procedure: 3.4 g of methyl iodide were added to a solution of 1.03 g of N-(trans-2-aminocyclohexyl)-N′-(2-phenoxyphenyl)thiourea in 30 ml of ethanol, and the reaction mixture was kept at reflux for 5 hours. The mixture was allowed to stand overnight and the solvent was then distilled off and the residue was treated with water and subsequently made alkaline using saturated sodium bicarbonate solution. The aqueous phase was extracted with ethyl acetate and the organic extraction phase was evaporated, and the...